This data is from the Open Reaction Database (ORD), a public repository of structured organic reaction records. The task is: describe an organic reaction: reactants, conditions, products, and yield Reactants: CCO, O=C1c2ccccc2C(=O)N1OCc1cnc(Cl)s1, NN, O. Yields the product NOCc1cnc(Cl)s1. Reaction SMILES: [CH3:23][CH2:24][OH:25].[Cl:1][c:2]1[s:3][c:4]([CH2:7][O:8][N:9]2[C:10](=[O:11])[c:12]3[c:13]([cH:14][cH:15][cH:16][cH:17]3)[C:18]2=[O:19])[cH:5][n:6]1.[NH2:21][NH2:22].[OH2:20]>>[Cl:1][c:2]1[s:3][c:4]([CH2:7][O:8][NH2:9])[cH:5][n:6]1. Starting materials: N1CCC(CC1)N1N=CC(=C1)C1=C2C(=C(N=C1)N)OC(=C2)C2=CSC1=CN=CC=C12 (4-(1-piperidin-4-yl-1H-pyrazol-4-yl)-2-thieno[2,3-c]pyridin-3-yl-furo[2,3-c]pyridin-7-ylamine), C(C)(C)N(CC)C(C)C (diisopropylethylamine), C(CCC1=CC=CC=C1)(=O)O (dihydrocinnamic acid), Cl.CN(CCCN=C=NCC)C (N-(3-dimethylaminopropyl)-N′-ethylcarbodimide hydrochloride). Run in CN(C)C=O (DMF). Reaction conditions: time 8 hour. Yields the product NC=1N=CC(=C2C1OC(=C2)C2=CSC1=CN=CC=C12)C=1C=NN(C1)C1CCN(CC1)C(CCC1=CC=CC=C1)=O (1-{4-[4-(7-amino-2-thieno[2,3-c]pyridin-3-yl-furo[2,3-c]pyridin-4-yl)-pyrazol-1-yl]-piperidin-1-yl}-3-phenyl-propan-1-one). As a reaction SMILES: [NH:1]1[CH2:6][CH2:5][CH:4]([N:7]2[CH:11]=[C:10]([C:12]3[CH:17]=[N:16][C:15]([NH2:18])=[C:14]4[O:19][C:20]([C:22]5[C:30]6[C:25](=[CH:26][N:27]=[CH:28][CH:29]=6)[S:24][CH:23]=5)=[CH:21][C:13]=34)[CH:9]=[N:8]2)[CH2:3][CH2:2]1.C(N(C(C)C)CC)(C)C.[C:40](O)(=[O:49])[CH2:41][CH2:42][C:43]1[CH:48]=[CH:47][CH:46]=[CH:45][CH:44]=1.Cl.CN(C)CCCN=C=NCC>CN(C=O)C>[NH2:18][C:15]1[N:16]=[CH:17][C:12]([C:10]2[CH:9]=[N:8][N:7]([CH:4]3[CH2:3][CH2:2][N:1]([C:40](=[O:49])[CH2:41][CH2:42][C:43]4[CH:48]=[CH:47][CH:46]=[CH:45][CH:44]=4)[CH2:6][CH2:5]3)[CH:11]=2)=[C:13]2[CH:21]=[C:20]([C:22]3[C:30]4[C:25](=[CH:26][N:27]=[CH:28][CH:29]=4)[S:24][CH:23]=3)[O:19][C:14]=12 |f:3.4|. Procedure details: To a solution of 4-(1-piperidin-4-yl-1H-pyrazol-4-yl)-2-thieno[2,3-c]pyridin-3-yl-furo[2,3-c]pyridin-7-ylamine (20.8 mg, 0.05 mmol) in DMF (0.5 mL) was added diisopropylethylamine (0.05 mL, 6.5 mmol), dihydrocinnamic acid (0.06 mmol), and N-(3-dimethylaminopropyl)-N′-ethylcarbodimide hydrochloride (13.5 mg, 0.07 mmol). The resulting solution was allowed to stir at room temperature overnight. The mixture was concentrated and then purified by MDP to afford the title compound. 1H NMR (400 MHz, CD3O...